Task: describe an organic reaction: reactants, conditions, products, and yield. Dataset: the Open Reaction Database (ORD), a public repository of structured organic reaction records The reactants are O=C([O-])[O-], Cc1ccccc1, COc1ccc2c(Cl)ccnc2c1, [Cs+], [Cs+], CC(=O)[O-], CC(=O)[O-], O=c1ncc(-c2ccccc2)cn1CCO, [Pd+2]. Product: COc1ccc2c(OCCn3cc(-c4ccccc4)cnc3=O)ccnc2c1. Reaction SMILES: [C:30](=[O:31])([O-:32])[O-:33].[CH3:45][c:46]1[cH:47][cH:48][cH:49][cH:50][cH:51]1.[Cl:17][c:18]1[cH:19][cH:20][n:21][c:22]2[cH:23][c:24]([O:28][CH3:29])[cH:25][cH:26][c:27]12.[Cs+:34].[Cs+:35].[O-:37][C:38]([CH3:39])=[O:40].[O-:41][C:42]([CH3:43])=[O:44].[OH:1][CH2:2][CH2:3][n:4]1[c:5](=[O:16])[n:6][cH:7][c:8](-[c:10]2[cH:11][cH:12][cH:13][cH:14][cH:15]2)[cH:9]1.[Pd+2:36]>>[O:1]([CH2:2][CH2:3][n:4]1[c:5](=[O:16])[n:6][cH:7][c:8](-[c:10]2[cH:11][cH:12][cH:13][cH:14][cH:15]2)[cH:9]1)[c:18]1[cH:19][cH:20][n:21][c:22]2[cH:23][c:24]([O:28][CH3:29])[cH:25][cH:26][c:27]12. Starting materials: 3, O1CCCC1 (tetrahydrofuran), CO (methanol), C(C)OC(=O)C(CCN1C(=NC2=C1C=CC=C2C)COC2=CC=C(C=C2)Cl)CC2=CC=CC=C2 (1-[3-(ethoxycarbonyl)-4-phenylbutyl]-2-[(4-chlorophenoxy)methyl]-4-methylbenzimidazole), [OH-].[Li+] (lithium hydroxide). Run in C(CCC)O (1 butanol), O (water), C1(=CC=CC=C1)C (toluene). Run at time 8 hour. Product: C1(=CC=CC=C1)CC(CCN1C(=NC2=C1C=CC=C2C)COC2=CC=C(C=C2)Cl)C(=O)O (1-(4-phenyl-3-carboxybutyl)-2-[(4-chlorophenoxy)methyl]-4-methylbenzimidazole). The yield is 145.1%. RXN SMILES: O1CCCC1.CO.C([O:10][C:11]([CH:13]([CH2:35][C:36]1[CH:41]=[CH:40][CH:39]=[CH:38][CH:37]=1)[CH2:14][CH2:15][N:16]1[C:20]2[CH:21]=[CH:22][CH:23]=[C:24]([CH3:25])[C:19]=2[N:18]=[C:17]1[CH2:26][O:27][C:28]1[CH:33]=[CH:32][C:31]([Cl:34])=[CH:30][CH:29]=1)=[O:12])C.[OH-].[Li+]>C1(C)C=CC=CC=1.C(O)CCC.O>[C:36]1([CH2:35][CH:13]([C:11]([OH:12])=[O:10])[CH2:14][CH2:15][N:16]2[C:20]3[CH:21]=[CH:22][CH:23]=[C:24]([CH3:25])[C:19]=3[N:18]=[C:17]2[CH2:26][O:27][C:28]2[CH:33]=[CH:32][C:31]([Cl:34])=[CH:30][CH:29]=2)[CH:41]=[CH:40][CH:39]=[CH:38][CH:37]=1 |f:3.4|. Reported procedure: To a mixture of tetrahydrofuran (84 ml), methanol (28 ml), and water (28 ml), were added 1-[3-(ethoxycarbonyl)-4-phenylbutyl]-2-[(4-chlorophenoxy)methyl]-4-methylbenzimidazole (3.05 g, 6.4 mmol) and lithium hydroxide (788 mg, 3 eq.). The resulting mixture was stirred overnight at room temperature and was then concentrated in vacuo to yield a white solid. This residue was taken into 250 ml of a 3:1 butanol:toluene solution. The organic fraction was washed once with 200 ml of water and then dried ... Starting materials: CC(CCC1=CC=CC=C1)(C)NCC(CO)O (3-(1,1-dimethyl-3-phenylpropylamino)-1,2-dihydroxypropane), ClC1=NC=CC=C1 (2-Chloropyridine), C(C1=CC=CC=C1)=O (benzaldehyde), C(C1=CC=CC=C1)(=O)O (benzoic acid), maleate salt. The solvent is C1=CC=CC=C1 (benzene), CN(C)C=O (DMF), CC(C)O (2-propanol). Reaction conditions: temperature 70 celsius, time 1 hour. The product is C(\C=C/C(=O)O)(=O)O.CC(CCC1=CC=CC=C1)(C)NCC(COC1=NC=CC=C1)O (2-[3-(1,1-dimethyl-3-phenylpropylamino)-2-hydroxy-1-propoxy]pyridine maleate). RXN SMILES: [CH3:1][C:2]([NH:12][CH2:13][CH:14]([OH:17])[CH2:15][OH:16])([CH3:11])[CH2:3][CH2:4][C:5]1[CH:10]=[CH:9][CH:8]=[CH:7][CH:6]=1.C(=[O:25])C1C=CC=CC=1.[C:26]([OH:34])(=[O:33])C1C=CC=CC=1.Cl[C:36]1[CH:41]=[CH:40][CH:39]=[CH:38][N:37]=1>CC(O)C.CN(C=O)C.C1C=CC=CC=1>[C:15]([OH:16])(=[O:25])/[CH:14]=[CH:13]\[C:26]([OH:34])=[O:33].[CH3:11][C:2]([NH:12][CH2:13][CH:14]([OH:17])[CH2:15][O:16][C:36]1[CH:41]=[CH:40][CH:39]=[CH:38][N:37]=1)([CH3:1])[CH2:3][CH2:4][C:5]1[CH:6]=[CH:7][CH:8]=[CH:9][CH:10]=1 |f:7.8|. Reported procedure: A solution of 3.9 g. (16 mmole) 3-(1,1-dimethyl-3-phenylpropylamino)-1,2-dihydroxypropane, 15 ml. benzaldehyde, 9 ml. benzene, and 100 mg. benzoic acid was refluxed for 16 hours while a Dean-Stark trap was being used to collect the water. The solution was diluted with benzene and washed with aqueous potassium carbonate. The mixture was concentrated and the residue was distilled under reduced pressure (0.4 mm.) at a pot temperature of 75°-80° C. The residue from above in 50 ml. DMF was then added...